From a dataset of the Open Reaction Database (ORD), a public repository of structured organic reaction records. describe an organic reaction: reactants, conditions, products, and yield As a reaction SMILES: [Al+3:30].[CH2:1]([O:2][C:4](=[O:3])[N:6]1[CH2:7][c:8]2[c:9]([n:10]([CH3:26])[c:11]3[c:12]([S:17][c:18]4[cH:19][cH:20][c:21]([S:24][CH3:25])[cH:22][cH:23]4)[cH:13][cH:14][cH:15][c:16]23)[CH2:27][CH2:28]1)[CH3:5].[CH2:35]1[O:36][CH2:37][CH2:38][CH2:39]1.[H-:29].[H-:32].[H-:33].[H-:34].[Li+:31]>>[CH3:4][N:6]1[CH2:7][c:8]2[c:9]([n:10]([CH3:26])[c:11]3[c:12]([S:17][c:18]4[cH:19][cH:20][c:21]([S:24][CH3:25])[cH:22][cH:23]4)[cH:13][cH:14][cH:15][c:16]23)[CH2:27][CH2:28]1. The reactants are [Al+3], CCOC(=O)N1CCc2c(c3cccc(Sc4ccc(SC)cc4)c3n2C)C1, C1CCOC1, [H-], [H-], [H-], [H-], [Li+]. The product is CSc1ccc(Sc2cccc3c4c(n(C)c23)CCN(C)C4)cc1. The reactants are ClC1=C(C(=C(C(=C1[N+](=O)[O-])F)F)F)Cl (dichlorotrifluoronitrobenzene), ClC1=C(C(=C(C(=C1[N+](=O)[O-])F)F)Cl)Cl (trichloro-difluoronitrobenzene), ClC1=C(C(=C(C(=C1[N+](=O)[O-])F)Cl)Cl)Cl (tetrachlorofluoronitrobenzene), ClC1=C(C(=C(C(=C1[N+](=O)[O-])Cl)Cl)Cl)Cl (pentachloronitrobenzene), ClC1=C(C(=C(C(=C1[N+](=O)[O-])F)F)Cl)Cl (trichloro-difluoronitrobenzene), ClC1=C(C(=C(C(=C1[N+](=O)[O-])F)Cl)Cl)Cl (tetrachlorofluoronitrobenzene). The solvent is C(C)#N (acetonitrile). Product: ClC1=C(C(=C(C=C1)[N+](=O)[O-])F)Cl (dichlorofluoronitrobenzene). Isolated yield 28.0%. Reaction SMILES: ClC1C([N+]([O-])=O)=C(Cl)C(Cl)=C(Cl)C=1Cl.ClC1C([N+]([O-])=O)=C(F)C(F)=C(F)C=1Cl.ClC1C([N+]([O-])=O)=C(F)C(F)=C(Cl)C=1Cl.Cl[C:44]1[C:49]([N+:50]([O-:52])=[O:51])=[C:48]([F:53])[C:47]([Cl:54])=[C:46]([Cl:55])[C:45]=1Cl>C(#N)C>[Cl:55][C:46]1[CH:45]=[CH:44][C:49]([N+:50]([O-:52])=[O:51])=[C:48]([F:53])[C:47]=1[Cl:54]. Reported procedure: To a reaction vessel, 0.74 g(2.50 m mol) of pentachloronitrobenzene, 1.77 g (13.00 m mol) of DFI, and 25 ml of acetonitrile were charged and reacted at 84° C. for 2 hours in a nitrogen atmosphere. After finishing the reaction, formation of dichlorotrifluoronitrobenzene (master ion, 245, master ion +2 247, master ion +4 249, base peak 245) was confirmed by GC-MS measurement on the reaction mixture, and the yield was 28.0% by GC analysis. Formation of trichloro-difluoronitrobenzene (master ion 261... The reactants are CCOC(=O)C.CCCCCC (EtOAc Hexane), BrC=1C=NN(C1C1=C(C=CC(=C1)[N+](=O)[O-])OC)C (4-bromo-5-(2-methoxy-5-nitro-phenyl)-1-methyl-1H-pyrazole), O.O.Cl[Sn]Cl (SnCl2.2H2O). The solvent is CCO (EtOH). The product is BrC1=C(N(N=C1)C)C=1C=C(C=CC1OC)N (3-(4-bromo-2-methyl-2H-pyrazol-3-yl)-4-methoxy-phenylamine). The yield is 88.0%. RXN SMILES: [Br:1][C:2]1[CH:3]=[N:4][N:5]([CH3:18])[C:6]=1[C:7]1[CH:12]=[C:11]([N+:13]([O-])=O)[CH:10]=[CH:9][C:8]=1[O:16][CH3:17].O.O.Cl[Sn]Cl.CCOC(C)=O.CCCCCC>CCO>[Br:1][C:2]1[CH:3]=[N:4][N:5]([CH3:18])[C:6]=1[C:7]1[CH:12]=[C:11]([NH2:13])[CH:10]=[CH:9][C:8]=1[O:16][CH3:17] |f:1.2.3,4.5|. Reported procedure: To a stirred solution of 4-bromo-5-(2-methoxy-5-nitro-phenyl)-1-methyl-1H-pyrazole (1.799 g, 5.76 mmol) in EtOH (20 mL) was added SnCl2.2H2O (5.306 g, 23.05 mmol, 4.0 eq.), the mixture was stirred at reflux for 2 hrs and EtOH was removed under vacuum. The resulting solid was dissolved in EtOAc, 1N NaOH (30 mL) was added, and the mixture was stirred overnight. The white precipitate was filtered off through celite, and the aqueous phase was extracted with EtOAc (3×80 mL). The combined organic phas... The reagents and catalysts are C1=CC=C(C=C1)C#N.C1=CC=C(C=C1)C#N.Cl[Pd]Cl (Pd(PhCN)2Cl2). The reactants are ClC1=CC=C(CNC(=O)C=2C(C3=C(N(C2)C)C=C(S3)I)=O)C=C1 (N-(4-chlorobenzyl)-2-iodo-4-methyl-7-oxo-4,7-dihydrothieno[3,2-b]pyridine-6-carboxamide), C(C#C)O (propargyl alcohol). As a reaction SMILES: [Cl:1][C:2]1[CH:23]=[CH:22][C:5]([CH2:6][NH:7][C:8]([C:10]2[C:11](=[O:21])[C:12]3[S:19][C:18](I)=[CH:17][C:13]=3[N:14]([CH3:16])[CH:15]=2)=[O:9])=[CH:4][CH:3]=1.[CH2:24]([OH:27])[C:25]#[CH:26]>CN(C=O)C.C1C=CC(C#N)=CC=1.C1C=CC(C#N)=CC=1.Cl[Pd]Cl>[Cl:1][C:2]1[CH:23]=[CH:22][C:5]([CH2:6][NH:7][C:8]([C:10]2[C:11](=[O:21])[C:12]3[S:19][C:18]([C:26]#[C:25][CH2:24][OH:27])=[CH:17][C:13]=3[N:14]([CH3:16])[CH:15]=2)=[O:9])=[CH:4][CH:3]=1 |f:3.4.5|. Run at time 8 hour. Reported procedure: A mixture of N-(4-chlorobenzyl)-2-iodo-4-methyl-7-oxo-4,7-dihydrothieno[3,2-b]pyridine-6-carboxamide (0.20 g, 0.44 mmol), Pd(PhCN)2Cl2 (10 mg) CuI (7 mg) Et3N (1 mL) and propargyl alcohol (0.036 g, 0.66 mmol) in DMF was stirred at ambient temperature overnight. The solvent was removed and the residue partitioned between H2O and CH2Cl2 (100 mL each). The layers were shaken, the organic layer separated and dried over MgSO4. The solvents were removed in vacuo and the residue purified via flash colu... Run in CN(C)C=O (DMF). Yields the product ClC1=CC=C(CNC(=O)C=2C(C3=C(N(C2)C)C=C(S3)C#CCO)=O)C=C1 (N-(4-chlorobenzyl)-2-(3-hydroxyprop-1-ynyl)-4-methyl-7-oxo-4,7-dihydrothieno[3,2-b]pyridine-6-carboxamide). Isolated yield 68.7%.